This data is from the Open Reaction Database (ORD), a public repository of structured organic reaction records. The task is: describe an organic reaction: reactants, conditions, products, and yield The reactants are O (water), N1=C2N(CC=C1)C(SC2)=O (4,8-dihydro[1,3]thiazolo[3,4-a]pyrimidin-6-one), FC(C1=C(CN2CCC(CC2)C=O)C=CC(=C1)C(F)(F)F)(F)F (1-[2,4-bis(trifluoromethyl)benzyl]piperidine-4-carbaldehyde), C(C)(=O)[O-].[NH2+]1CCCCC1 (piperidinium acetate). The solvent is CC(C)O (2-propanol). Reaction conditions: temperature 60 celsius, time 8 hour. Product: FC(C1=C(CN2CCC(CC2)\C=C\2/SC(N3C2=NC=CC3)=O)C=CC(=C1)C(F)(F)F)(F)F ((8Z)-8-({1-[2,4-bis(trifluoromethyl)benzyl]piperidin-4-yl}methylidene)-4,8-dihydro[1,3]thiazolo[3,4-a]pyrimidin-6-one). The yield is 32.4%. As a reaction SMILES: [N:1]1[CH:6]=[CH:5][CH2:4][N:3]2[C:7](=[O:10])[S:8][CH2:9][C:2]=12.[F:11][C:12]([F:33])([F:32])[C:13]1[CH:27]=[C:26]([C:28]([F:31])([F:30])[F:29])[CH:25]=[CH:24][C:14]=1[CH2:15][N:16]1[CH2:21][CH2:20][CH:19]([CH:22]=O)[CH2:18][CH2:17]1.C([O-])(=O)C.[NH2+]1CCCCC1.O>CC(O)C>[F:33][C:12]([F:11])([F:32])[C:13]1[CH:27]=[C:26]([C:28]([F:31])([F:30])[F:29])[CH:25]=[CH:24][C:14]=1[CH2:15][N:16]1[CH2:21][CH2:20][CH:19](/[CH:22]=[C:9]2\[S:8][C:7](=[O:10])[N:3]3[CH2:4][CH:5]=[CH:6][N:1]=[C:2]\23)[CH2:18][CH2:17]1 |f:2.3|. Procedure: To a solution of 4,8-dihydro[1,3]thiazolo[3,4-a]pyrimidin-6-one (38 mg) and 1-[2,4-bis(trifluoromethyl)benzyl]piperidine-4-carbaldehyde (125 mg) in 2-propanol (2 mL) was added piperidinium acetate (54 mg) at room temperature. The reaction mixture was stirred at 60° C. overnight. The reaction mixture was added to water at room temperature, and the mixture was extracted with ethyl acetate. The organic layer was separated, washed with saturated brine, dried over anhydrous magnesium sulfate, and con...